This data is from the Open Reaction Database (ORD), a public repository of structured organic reaction records. The task is: describe an organic reaction: reactants, conditions, products, and yield Starting materials: CC(C)(C)OC(=O)N1CCC(c2ccc(B3OC(C)(C)C(C)(C)O3)cc2)CC1, COc1ccc2c(c1)C1(CC1c1ccc3c(I)n[nH]c3c1)C(=O)N2. Yields the product COc1ccc2c(c1)C1(CC1c1ccc3c(-c4ccc(C5CCN(C(=O)OC(C)(C)C)CC5)cc4)n[nH]c3c1)C(=O)N2. As a reaction SMILES: [CH3:25][C:26]1([CH3:27])[C:28]([CH3:29])([CH3:30])[O:31][B:32]([c:33]2[cH:34][cH:35][c:36]([CH:39]3[CH2:40][CH2:41][N:42]([C:45](=[O:46])[O:47][C:48]([CH3:49])([CH3:50])[CH3:51])[CH2:43][CH2:44]3)[cH:37][cH:38]2)[O:52]1.[I:1][c:2]1[n:3][nH:4][c:5]2[cH:6][c:7]([CH:11]3[C:12]4([CH2:13]3)[C:14](=[O:24])[NH:15][c:16]3[cH:17][cH:18][c:19]([O:22][CH3:23])[cH:20][c:21]34)[cH:8][cH:9][c:10]12>>[c:2]1(-[c:33]2[cH:34][cH:35][c:36]([CH:39]3[CH2:40][CH2:41][N:42]([C:45](=[O:46])[O:47][C:48]([CH3:49])([CH3:50])[CH3:51])[CH2:43][CH2:44]3)[cH:37][cH:38]2)[n:3][nH:4][c:5]2[cH:6][c:7]([CH:11]3[C:12]4([CH2:13]3)[C:14](=[O:24])[NH:15][c:16]3[cH:17][cH:18][c:19]([O:22][CH3:23])[cH:20][c:21]34)[cH:8][cH:9][c:10]12. Reactants: C(C1=CC=CC=C1)(=O)C(CCCl)Br (1-benzoyl-1-bromo-3-chloropropane), CNC([S-])=S.C[NH3+] (methyl ammonium N-methyldithiocarbamate). Solvent: alcohol, alcohol. Run at time 2 hour. The product is CN1C(SC(=C1C1=CC=CC=C1)CCCl)=S (3-methyl-4-phenyl-5-β-chloroethyl-4-thiazoline-2-thione). As a reaction SMILES: [C:1]([CH:9](Br)[CH2:10][CH2:11][Cl:12])(=O)[C:2]1[CH:7]=[CH:6][CH:5]=[CH:4][CH:3]=1.[CH3:14][NH:15][C:16](=[S:18])[S-:17].C[NH3+]>>[CH3:14][N:15]1[C:1]([C:2]2[CH:7]=[CH:6][CH:5]=[CH:4][CH:3]=2)=[C:9]([CH2:10][CH2:11][Cl:12])[S:18][C:16]1=[S:17] |f:1.2|. Procedure: The 3-methyl-4-phenyl-5-β-chloroethyl-4-thiazoline-2-thione is prepared in the following manner: A solution of 33 g of 1-benzoyl-1-bromo-3-chloropropane in 150 cc of absolute alcohol is added slowly to a suspension of 20 g of methyl ammonium N-methyldithiocarbamate in 150 cc of absolute alcohol. The mixture is agitated for 2 hours at ambient temperature and the solvent is then evaporated under reduced pressure. The residue is redissolved in chloroform, washed with water and the separated organic... Reagents/catalysts: C=1C=CC(=CC1)/C=C/C(=O)/C=C/C2=CC=CC=C2.C=1C=CC(=CC1)/C=C/C(=O)/C=C/C2=CC=CC=C2.C=1C=CC(=CC1)/C=C/C(=O)/C=C/C2=CC=CC=C2.[Pd].[Pd] (Tris(dibenzylideneacetone)dipalladium). RXN SMILES: Cl[C:2]1[CH:7]=[CH:6][C:5]([C@@H:8]2[CH2:12][CH2:11][CH2:10][N:9]2[CH3:13])=[CH:4][N:3]=1.C1(P(C2CCCCC2)C2C=CC=CC=2C2C=CC=CC=2)CCCCC1.[Li+].C[Si]([N-:44][Si](C)(C)C)(C)C.[NH4+].[Cl-]>CCOC(C)=O.C1C=CC(/C=C/C(/C=C/C2C=CC=CC=2)=O)=CC=1.C1C=CC(/C=C/C(/C=C/C2C=CC=CC=2)=O)=CC=1.C1C=CC(/C=C/C(/C=C/C2C=CC=CC=2)=O)=CC=1.[Pd].[Pd].C1COCC1>[CH3:13][N:9]1[CH2:10][CH2:11][CH2:12][C@H:8]1[C:5]1[CH:6]=[CH:7][C:2]([NH2:44])=[N:3][CH:4]=1 |f:2.3,4.5,7.8.9.10.11|. Reactants: ClC1=NC=C(C=C1)[C@H]1N(CCC1)C ((S)-2-chloro-5-(1-methylpyrrolidin-2-yl)pyridine), [NH4+].[Cl-] (NH4Cl), C1(CCCCC1)P(C1=C(C=CC=C1)C1=CC=CC=C1)C1CCCCC1 (2-(dicyclohexylphosphino)biphenyl), [Li+].C[Si](C)(C)[N-][Si](C)(C)C (LiHMDS). Reaction conditions: temperature 90 celsius, time 15 hour. Reported procedure: In a 75 mL sealed tube, (S)-2-chloro-5-(1-methylpyrrolidin-2-yl)pyridine (622 mg, 3.16 mmol) and 2-(dicyclohexylphosphino)biphenyl (222 mg, 633 μmol) were combined with THF (15 ml) to give a light yellow solution. The solution was degassed with argon. Tris(dibenzylideneacetone)dipalladium (0) (290 mg, 316 μmol) was added. LiHMDS (9.49 ml of 1M solution in THF, 9.49 mmol) was added. The reaction was placed under an argon atmosphere and sealed. The reaction mixture was heated to 90° C. and stirred... Yield: 100.0%. The product is CN1[C@@H](CCC1)C=1C=CC(=NC1)N (5-((S)-1-Methyl-pyrrolidin-2-yl)-pyridin-2-ylamine). The solvent is CCOC(=O)C (EtOAc), C1CCOC1 (THF). Starting materials: ClC1=C(C=CC=C1Cl)C1(CCNCC1)O (4-(2,3-dichlorophenyl)piperidin-4-ol), amine, Cl (hydrochloric acid), C([O-])([O-])=O.[K+].[K+] (potassium carbonate), ICCC (iodopropane). The solvent is C(C)#N (acetonitrile). Yields the product ClC1=C(C=CC=C1Cl)C1(CCN(CC1)CCC)O (4-(2,3-DICHLOROPHENYL)-1-PROPYLPIPERIDIN-4-OL). RXN SMILES: [Cl:1][C:2]1[C:7]([Cl:8])=[CH:6][CH:5]=[CH:4][C:3]=1[C:9]1([OH:15])[CH2:14][CH2:13][NH:12][CH2:11][CH2:10]1.C(=O)([O-])[O-].[K+].[K+].I[CH2:23][CH2:24][CH3:25].Cl>C(#N)C>[Cl:1][C:2]1[C:7]([Cl:8])=[CH:6][CH:5]=[CH:4][C:3]=1[C:9]1([OH:15])[CH2:14][CH2:13][N:12]([CH2:23][CH2:24][CH3:25])[CH2:11][CH2:10]1 |f:1.2.3|. Reported procedure: Preparation according to Example 2: 4-(2,3-dichlorophenyl)piperidin-4-ol (0.43 g, 1.75 mmol), acetonitrile (20 ml), potassium carbonate (0.59 g, 4.3 mmol), iodopropane (0.15 ml, 1.9 mmol). Yield: 0.29 g, 57%. The amine was converted to the hydrochloric acid salt and recrystallized from ethanol/diethyl ether: M.p. 181-183° C. MS m/z (relative intensity, 70 eV) 289 (M+, 2), 287 (M+, 4), 260 (64), 258 (bp) 240 (33).